From a dataset of the Open Reaction Database (ORD), a public repository of structured organic reaction records. describe an organic reaction: reactants, conditions, products, and yield Reactants: OCC1=C(C=CC(=C1)C=CC1=CC(=CC=C1)CCCCCC(C)(C)O)O (2-hydroxymethyl-4-{2-[3-(6-hydroxy-6-methylheptyl)phenyl]vinyl}phenol). Reagents/catalysts: [Pd] (palladium/carbon). Product: OCC1=C(C=CC(=C1)CCC1=CC(=CC=C1)CCCCCC(C)(C)O)O (2-Hydroxymethyl-4-{2-[3-(6-hydroxy-6-methylheptyl)phenyl]ethyl}phenol). As a reaction SMILES: [OH:1][CH2:2][C:3]1[CH:8]=[C:7]([CH:9]=[CH:10][C:11]2[CH:16]=[CH:15][CH:14]=[C:13]([CH2:17][CH2:18][CH2:19][CH2:20][CH2:21][C:22]([OH:25])([CH3:24])[CH3:23])[CH:12]=2)[CH:6]=[CH:5][C:4]=1[OH:26]>[Pd]>[OH:1][CH2:2][C:3]1[CH:8]=[C:7]([CH2:9][CH2:10][C:11]2[CH:16]=[CH:15][CH:14]=[C:13]([CH2:17][CH2:18][CH2:19][CH2:20][CH2:21][C:22]([OH:25])([CH3:23])[CH3:24])[CH:12]=2)[CH:6]=[CH:5][C:4]=1[OH:26]. Procedure: In a manner similar to Example 9(a), by reacting 97 mg (0.27 mmol) of 2-hydroxymethyl-4-{2-[3-(6-hydroxy-6-methylheptyl)phenyl]vinyl}phenol with 27 mg of 10% palladium/carbon, yellowish crystals (m=70 mg; Y=73%) are obtained. m.p.=73-5° C. Reactants: FC=1C=C2N=C(C(=NC2=CC1)NC(OCC)=O)OC (Ethyl N-(6-fluoro-3-methoxyquinoxalin-2-yl)carbamate), CC=1C=C(C=CC1)N1CCNCC1 (1-(3-methylphenyl)piperazine). Product: FC=1C=C2N=C(C(=NC2=CC1)NC(=O)N1CCN(CC1)C1=CC(=CC=C1)C)OC (1-[(6-Fluoro-3-methoxyquinoxalin-2-yl)aminocarbonyl]-4-(3-methylphenyl)piperazine). The yield is 87.0%. Reaction SMILES: [F:1][C:2]1[CH:3]=[C:4]2[C:9](=[CH:10][CH:11]=1)[N:8]=[C:7]([NH:12][C:13](=[O:17])OCC)[C:6]([O:18][CH3:19])=[N:5]2.[CH3:20][C:21]1[CH:22]=[C:23]([N:27]2[CH2:32][CH2:31][NH:30][CH2:29][CH2:28]2)[CH:24]=[CH:25][CH:26]=1>>[F:1][C:2]1[CH:3]=[C:4]2[C:9](=[CH:10][CH:11]=1)[N:8]=[C:7]([NH:12][C:13]([N:30]1[CH2:31][CH2:32][N:27]([C:23]3[CH:24]=[CH:25][CH:26]=[C:21]([CH3:20])[CH:22]=3)[CH2:28][CH2:29]1)=[O:17])[C:6]([O:18][CH3:19])=[N:5]2. Procedure: Ethyl N-(6-fluoro-3-methoxyquinoxalin-2-yl)carbamate and 1-(3-methylphenyl)piperazine were reacted by the same way with the example 85 to obtain the titled compound (yield, 87%). 1H NMR (200 MHz, CDCl3): δ 2.33 (s, 3H), 3.26-3.30 (m, 4H), 3.74-3.77 (m, 4H), 4.15 (s, 3H), 6.74-6.77 (m, 3H), 7.16-7.29 (m, 3H), 7.40 (dd, J=9.6 and 2.7 Hz, 1H), 7.78-7.81 (m, 1H).